Dataset: the Open Reaction Database (ORD), a public repository of structured organic reaction records. Task: describe an organic reaction: reactants, conditions, products, and yield Reactants: COC1=CC2=CC=C(C=C2C=C1)S(=O)(=O)C (2-methoxy-6-methylsulfonylnaphthalene), FC1=CC=C(C(=O)Cl)C=C1 (4-fluorobenzoyl chloride), [Cl-].[Al+3].[Cl-].[Cl-] (aluminum chloride). Solvent: ClCCCl (1,2-dichloroethane), Cl (HCl). Run at time 16 hour. The product is FC1=CC=C(C(=O)C2=C3C=CC(=CC3=CC=C2O)S(=O)(=O)C)C=C1 (5-(4-fluorobenzoyl)-6-hydroxy-2-methylsulfonyl-naphthalene). Yield: 88.7%. As a reaction SMILES: C[O:2][C:3]1[CH:12]=[CH:11][C:10]2[C:5](=[CH:6][CH:7]=[C:8]([S:13]([CH3:16])(=[O:15])=[O:14])[CH:9]=2)[CH:4]=1.[F:17][C:18]1[CH:26]=[CH:25][C:21]([C:22](Cl)=[O:23])=[CH:20][CH:19]=1.[Cl-].[Al+3].[Cl-].[Cl-]>ClCCCl.Cl>[F:17][C:18]1[CH:26]=[CH:25][C:21]([C:22]([C:4]2[C:3]([OH:2])=[CH:12][CH:11]=[C:10]3[C:5]=2[CH:6]=[CH:7][C:8]([S:13]([CH3:16])(=[O:15])=[O:14])=[CH:9]3)=[O:23])=[CH:20][CH:19]=1 |f:2.3.4.5|. Reported procedure: To a solution of 2-methoxy-6-methylsulfonylnaphthalene (0.93 g, 3.93 mmol), [prepared as described in step 2 above], in 1,2-dichloroethane (40 ml) was added 4-fluorobenzoyl chloride (0.93 ml, 7.87 mmol) and aluminum chloride (1.05 g, 7.87 mmol) and the reaction mixture was heated at reflux. After 16 h, the reaction mixture was poured in 2N HCl and extracted into methylene chloride. The organic layer was separated and washed with water and dried over sodium sulfate. The solvent was removed in vac... Starting materials: polyphosphoric acid, BrC=1C(=CC(=C(C(=O)O)C1)OC1=C(C=C(C=C1)OC)F)F (5-bromo-4-fluoro-2-(2-fluoro-4-methoxyphenoxy)benzoic acid). The solvent is CCOC(=O)C (EtOAc), ice water. Reaction conditions: temperature 140 celsius, time 15 minute. Yields the product BrC1=CC=2C(C3=CC(=CC(=C3OC2C=C1F)F)OC)=O (2-bromo-3,5-difluoro-7-methoxy-9H-xanthen-9-one). The yield is 74.1%. As a reaction SMILES: [Br:1][C:2]1[C:3]([F:21])=[CH:4][C:5]([O:11][C:12]2[CH:17]=[CH:16][C:15]([O:18][CH3:19])=[CH:14][C:13]=2[F:20])=[C:6]([CH:10]=1)[C:7]([OH:9])=O>CCOC(C)=O>[Br:1][C:2]1[C:3]([F:21])=[CH:4][C:5]2[O:11][C:12]3[C:17](=[CH:16][C:15]([O:18][CH3:19])=[CH:14][C:13]=3[F:20])[C:7](=[O:9])[C:6]=2[CH:10]=1. Reported procedure: To a flaske charged with polyphosphoric acid (396 g, 4038 mmol) was added 5-bromo-4-fluoro-2-(2-fluoro-4-methoxyphenoxy)benzoic acid (58 g, 162 mmol) and the viscous mixture was heated at 140° C. for 2 hours. The viscous solution was cooled slightly and diluted with ice-water (1 L). After 15 min of stirring, EtOAc (1 L) was added and the aqueous fraction extracted with EtOAc (3×200 mL). The combined organic fractions were dried over sodium sulfate and concentrated. The solids were washed with 6 ...